From a dataset of the Open Reaction Database (ORD), a public repository of structured organic reaction records. describe an organic reaction: reactants, conditions, products, and yield The yield is 90.2%. Reported procedure: To a mixture of conc. H2SO4 (16 mL) and methyl isoquinoline-4-carboxylate (Intermediate-15) (2.8 g, 15 mmol) at 0° C. was added, NBS (3.3 g, 18.7 mmol) slowly and the reaction mixture was allowed to come to RT and stirred overnight. After completion (TLC), it was quenched with ice, neutralized (NaHCO3) and extracted with EtOAc (50 mL×3). The organic phase was separated, dried (Na2SO4) and concentrated to give dark brown oil (3.6 g) as crude product that was purified by flash column chromatograph... Reactants: OS(=O)(=O)O (H2SO4), C1=NC=C(C2=CC=CC=C12)C(=O)OC (methyl isoquinoline-4-carboxylate), C1CC(=O)N(C1=O)Br (NBS). RXN SMILES: OS(O)(=O)=O.[CH:6]1[C:15]2[C:10](=[CH:11][CH:12]=[CH:13][CH:14]=2)[C:9]([C:16]([O:18][CH3:19])=[O:17])=[CH:8][N:7]=1.C1C(=O)N([Br:27])C(=O)C1>>[Br:27][C:11]1[CH:12]=[CH:13][CH:14]=[C:15]2[C:10]=1[C:9]([C:16]([O:18][CH3:19])=[O:17])=[CH:8][N:7]=[CH:6]2. The product is BrC1=C2C(=CN=CC2=CC=C1)C(=O)OC (Methyl 5-bromoisoquinolin-4-carboxylate). Run at time 8 hour. Run at temperature 60 celsius, time 8 hour. RXN SMILES: [CH3:1][O:2][C:3]1[CH:4]=[CH:5][C:6]2[S:12][C:11]3[CH:13]=[CH:14][CH:15]=[CH:16][C:10]=3[CH2:9][CH:8]([N:17]3[CH2:22][CH2:21][N:20]([CH2:23][CH2:24][CH2:25][OH:26])[CH2:19][CH2:18]3)[C:7]=2[CH:27]=1.[C:28](O)(=[O:36])[CH2:29][CH2:30][CH2:31][CH2:32][CH2:33][CH2:34][CH3:35].O.[OH-].[NH4+]>C1C=CC=CC=1>[CH3:1][O:2][C:3]1[CH:4]=[CH:5][C:6]2[S:12][C:11]3[CH:13]=[CH:14][CH:15]=[CH:16][C:10]=3[CH2:9][CH:8]([N:17]3[CH2:18][CH2:19][N:20]([CH2:23][CH2:24][CH2:25][O:26][C:28](=[O:36])[CH2:29][CH2:30][CH2:31][CH2:32][CH2:33][CH2:34][CH3:35])[CH2:21][CH2:22]3)[C:7]=2[CH:27]=1 |f:3.4|. Product: COC=1C=CC2=C(C(CC3=C(S2)C=CC=C3)N3CCN(CC3)CCCOC(CCCCCCC)=O)C1 (8-Methoxy-10-[4-(3-octanoyloxypropyl)piperazino]-10,11-dihydrodibenzo[b,f]thiepin). The reactants are COC=1C=CC2=C(C(CC3=C(S2)C=CC=C3)N3CCN(CC3)CCCO)C1 (8-methoxy-10-[4-(3-hydroxypropyl)piperazino]-10,11-dihydrodibenzo[b,f]thiepin), C(CCCCCCC)(=O)O (caprylic acid), O (water), [OH-].[NH4+] (ammonium hydroxide). Run in C1=CC=CC=C1 (benzene). Reported procedure: To a solution of 14.82 grams of 8-methoxy-10-[4-(3-hydroxypropyl)piperazino]-10,11-dihydrodibenzo[b,f]thiepin in 50 milliliters of benzene was added 12.55 grams of caprylic acid (octanoic acid). The resulting reaction mixture was allowed to stand overnight and was then heated for 3 hours at a temperature of 60°C. After cooling, the mixture was shaken with 100 milliliters of water, 20 milliliters of concentrated aqueous ammonium hydroxide solution was then added thereto, and the mixture was extra... Starting materials: CC1(Cn2cc([N+](=O)[O-])nc2Cl)CO1, FC(F)(F)Oc1ccc(CC2CCNCC2)cc1. The product is CC(O)(CN1CCC(Cc2ccc(OC(F)(F)F)cc2)CC1)Cn1cc([N+](=O)[O-])nc1Cl. Reaction SMILES: [Cl:19][c:20]1[n:21]([CH2:28][C:29]2([CH3:32])[O:30][CH2:31]2)[cH:22][c:23]([N+:25](=[O:26])[O-:27])[n:24]1.[F:1][C:2]([O:3][c:4]1[cH:5][cH:6][c:7]([CH2:8][CH:9]2[CH2:10][CH2:11][NH:12][CH2:13][CH2:14]2)[cH:15][cH:16]1)([F:17])[F:18]>>[F:1][C:2]([O:3][c:4]1[cH:5][cH:6][c:7]([CH2:8][CH:9]2[CH2:10][CH2:11][N:12]([CH2:31][C:29]([CH2:28][n:21]3[c:20]([Cl:19])[n:24][c:23]([N+:25](=[O:26])[O-:27])[cH:22]3)([OH:30])[CH3:32])[CH2:13][CH2:14]2)[cH:15][cH:16]1)([F:17])[F:18]. The reactants are CCOC(C)=O, Cl, O=C(O)c1cc2cc(F)ccc2[nH]1, NC(Cc1ccc(F)cc1)C(=O)N1CCC(O)CC1. Yields the product O=C(NC(Cc1ccc(F)cc1)C(=O)N1CCC(O)CC1)c1cc2cc(F)ccc2[nH]1. RXN SMILES: [CH3:34][CH2:35][O:36][C:37](=[O:38])[CH3:39].[ClH:1].[F:21][c:22]1[cH:23][c:24]2[cH:25][c:26]([C:31](=[O:32])[OH:33])[nH:27][c:28]2[cH:29][cH:30]1.[NH2:2][CH:3]([C:4](=[O:5])[N:6]1[CH2:7][CH2:8][CH:9]([OH:12])[CH2:10][CH2:11]1)[CH2:13][c:14]1[cH:15][cH:16][c:17]([F:20])[cH:18][cH:19]1>>[NH:2]([CH:3]([C:4](=[O:5])[N:6]1[CH2:7][CH2:8][CH:9]([OH:12])[CH2:10][CH2:11]1)[CH2:13][c:14]1[cH:15][cH:16][c:17]([F:20])[cH:18][cH:19]1)[C:31]([c:26]1[cH:25][c:24]2[cH:23][c:22]([F:21])[cH:30][cH:29][c:28]2[nH:27]1)=[O:32]. Solvent: Br (HBr). Starting materials: C(C1=CC=CC=C1)NC1=CC=C2S(NC3=C4N=CC=CC4=C(C=C3C2=C1)Cl)(=O)=O (benzyl-(12-chloro-6,6-dioxo-5,6-dihydro-6λ*6*-thia-4,5-diaza-chrysen-9-yl)-amine), C(=O)(O)[O-].[Na+] (NaHCO3). Procedure: A solution of benzyl-(12-chloro-6,6-dioxo-5,6-dihydro-6λ*6*-thia-4,5-diaza-chrysen-9-yl)-amine 513 (218 mg, 0.52 mmol) in 48% aq. HBr (5 ml) was heated at 100° C. in a sealed tube for 3 h. After cooling, the mixture was neutralized with sat. NaHCO3 solution and the aqueous phase was extracted with EtOAc. The organic phase was washed with water, brine, dried (Na2SO4) and concentrated in vacuo. The crude residue was purified by column chromatography with DCM as the eluent to give the title compoun... Product: ClC=1C=C2C3=CC(=CC=C3S(NC2=C2N=CC=CC12)(=O)=O)N (12-Chloro-6,6-dioxo-5,6-dihydro-6λ*6*-thia-4,5-diaza-chrysen-9-ylamine). The yield is 29.0%. RXN SMILES: C([NH:8][C:9]1[CH:26]=[C:25]2[C:12]([S:13](=[O:29])(=[O:28])[NH:14][C:15]3[C:24]2=[CH:23][C:22]([Cl:27])=[C:21]2[C:16]=3[N:17]=[CH:18][CH:19]=[CH:20]2)=[CH:11][CH:10]=1)C1C=CC=CC=1.C([O-])(O)=O.[Na+]>Br>[Cl:27][C:22]1[CH:23]=[C:24]2[C:15](=[C:16]3[C:21]=1[CH:20]=[CH:19][CH:18]=[N:17]3)[NH:14][S:13](=[O:28])(=[O:29])[C:12]1[C:25]2=[CH:26][C:9]([NH2:8])=[CH:10][CH:11]=1 |f:1.2|. Starting materials: N1=CC(=CC=C1)C(CC#C)=NO (1-(3-pyridinyl)-3-butyne-1-one oxime), [I-].C[N+]1=CC=CC=C1 (1-methyl pyridinium iodide), [BH4-].[Na+] (sodium borohydride). Product: CN1CC(=CCC1)C(CC#C)=NO (1-(1,2,5,6-tetrahydro-1-methyl-3-pyridinyl)-3-butyne-1-one oxime). RXN SMILES: [N:1]1[CH:6]=[CH:5][CH:4]=[C:3]([C:7](=[N:11][OH:12])[CH2:8][C:9]#[CH:10])[CH:2]=1.[I-].[CH3:14][N+]1C=CC=CC=1.[BH4-].[Na+]>>[CH3:14][N:1]1[CH2:6][CH2:5][CH:4]=[C:3]([C:7](=[N:11][OH:12])[CH2:8][C:9]#[CH:10])[CH2:2]1 |f:1.2,3.4|. Procedure details: Employing the general method of Example 6 above, 2.12 g (12.2 mmol) of 1-(3-pyridinyl)-3-butyne-1-one oxime were converted to the corresponding 1-methyl pyridinium iodide and subsequently reduced by the action of sodium borohydride to produce 1.2 g of 1-(1,2,5,6-tetrahydro-1-methyl-3-pyridinyl)-3-butyne-1-one oxime which was isolated as the ethanedioate salt, mp 55°-57° C.